This data is from the Open Reaction Database (ORD), a public repository of structured organic reaction records. The task is: describe an organic reaction: reactants, conditions, products, and yield Reactants: CC1(CCOC2=CC(=CC=C12)C(CO)CCCCC)C (2-(4,4-dimethyl-chroman-7-yl)-heptan-1-ol), OC1=CC=C(C(=O)OC)C=C1 (methyl 4-hydroxybenzoate), C1(=CC=CC=C1)P(C1=CC=CC=C1)C1=CC=CC=C1 (triphenylphosphine), N(=NC(=O)OCC)C(=O)OCC (diethyl azodicarboxylate). The solvent is CCOCC (ether), C1CCOC1 (THF). The product is COC(C1=CC=C(C=C1)OCC(CCCCC)C1=CC=C2C(CCOC2=C1)(C)C)=O (4-[2-(4,4-dimethyl-chroman-7-yl)-heptyloxy]-benzoic acid methyl ester). Yield: 87.5%. As a reaction SMILES: [CH3:1][C:2]1([CH3:20])[C:11]2[C:6](=[CH:7][C:8]([CH:12]([CH2:15][CH2:16][CH2:17][CH2:18][CH3:19])[CH2:13][OH:14])=[CH:9][CH:10]=2)[O:5][CH2:4][CH2:3]1.O[C:22]1[CH:31]=[CH:30][C:25]([C:26]([O:28][CH3:29])=[O:27])=[CH:24][CH:23]=1.C1(P(C2C=CC=CC=2)C2C=CC=CC=2)C=CC=CC=1.N(C(OCC)=O)=NC(OCC)=O>C1COCC1.CCOCC>[CH3:29][O:28][C:26](=[O:27])[C:25]1[CH:30]=[CH:31][C:22]([O:14][CH2:13][CH:12]([C:8]2[CH:7]=[C:6]3[C:11]([C:2]([CH3:20])([CH3:1])[CH2:3][CH2:4][O:5]3)=[CH:10][CH:9]=2)[CH2:15][CH2:16][CH2:17][CH2:18][CH3:19])=[CH:23][CH:24]=1. Procedure: A solution of 2-(4,4-dimethyl-chroman-7-yl)-heptan-1-ol (0.366 g, 1.32 mmole) in 27 mL of THF was treated with 0.222 g of methyl 4-hydroxybenzoate, 0.382 g of triphenylphosphine and 0.23 mL of diethyl azodicarboxylate (DEAD). The reaction mixture was heated at reflux for two hours, diluted with 50 mL of ether and then washed with two 25 mL portions of water and 25 mL of saturated aqueous sodium chloride solution. The organic phase was dried over MgSO4, filtered and concentrated in vacuo to give ...